Dataset: the Open Reaction Database (ORD), a public repository of structured organic reaction records. Task: describe an organic reaction: reactants, conditions, products, and yield Starting materials: ice water, C(C)(=O)OCC (ethyl acetate), CC1=CSC2=C1N=CNC2=O (7-methyl-3H-thieno[3,2-d]pyrimidin-4-one), P(=O)(Cl)(Cl)Cl (phosphorus oxychloride). Conditions: temperature 100 celsius. Product: ClC=1C2=C(N=CN1)C(=CS2)C (4-chloro-7-methyl-thieno[3,2-d]pyrimidine). RXN SMILES: [CH3:1][C:2]1[C:6]2[N:7]=[CH:8][NH:9][C:10](=O)[C:5]=2[S:4][CH:3]=1.C(OCC)(=O)C.P(Cl)(Cl)([Cl:20])=O>>[Cl:20][C:10]1[C:5]2[S:4][CH:3]=[C:2]([CH3:1])[C:6]=2[N:7]=[CH:8][N:9]=1. Procedure: A suspension of 7-methyl-3H-thieno[3,2-d]pyrimidin-4-one (2.1 g) in phosphorus oxychloride (10 mL) was heated at 100° C. for 1 hour. The reaction mixture was then cooled and poured into a mixture of ice-water and ethyl acetate. The organic layer was separated, washed with brine, dried over anhydrous sodium sulfate, filtered and evaporated under reduced pressure. The crude residue was purified by flash chromatography (DCM) to afford 2.0 g of 4-chloro-7-methyl-thieno[3,2-d]pyrimidine. Starting materials: C1(CC1)N (Cyclopropylamine), ClC=1N=C(NC1CC)C(=O)NC1C(CN(CC1)C(=O)OC(C)(C)C)=O (tert-butyl 4-{[(4-chloro-5-ethyl-1H-imidazol-2-yl)carbonyl]amino}-3-oxopiperidine-1-carboxylate), C1(CC1)N (Cyclopropylamine), C(#N)[BH3-].[Na+] (sodium cyanoborohydride), C(C)(=O)O (acetic acid). Run in O1CCCC1 (tetrahydrofuran). Reaction conditions: temperature 50 celsius, time 15 hour. Product: ClC=1N=C(NC1CC)C(=O)N[C@H]1[C@@H](CN(CC1)C(=O)OC(C)(C)C)NC1CC1 (tert-Butyl trans(±)-4-{[(4-chloro-5-ethyl-1H-imidazol-2-yl)carbonyl]amino}-3-(cyclopropylamino)piperidine-1-carboxylate). The yield is 15.0%. RXN SMILES: [CH:1]1([NH2:4])[CH2:3][CH2:2]1.[Cl:5][C:6]1[N:7]=[C:8]([C:13]([NH:15][CH:16]2[CH2:21][CH2:20][N:19]([C:22]([O:24][C:25]([CH3:28])([CH3:27])[CH3:26])=[O:23])[CH2:18][C:17]2=O)=[O:14])[NH:9][C:10]=1[CH2:11][CH3:12].C([BH3-])#N.[Na+].C(O)(=O)C>O1CCCC1>[Cl:5][C:6]1[N:7]=[C:8]([C:13]([NH:15][C@@H:16]2[CH2:21][CH2:20][N:19]([C:22]([O:24][C:25]([CH3:26])([CH3:28])[CH3:27])=[O:23])[CH2:18][C@H:17]2[NH:4][CH:1]2[CH2:3][CH2:2]2)=[O:14])[NH:9][C:10]=1[CH2:11][CH3:12] |f:2.3|. Procedure: Cyclopropylamine (249 μL, 3.59 mmol) was added to a solution of tert-butyl 4-{[(4-chloro-5-ethyl-1H-imidazol-2-yl)carbonyl]amino}-3-oxopiperidine-1-carboxylate obtained in Example (201c) (190 mg, 0.512 mmol) in tetrahydrofuran (6 mL), and the mixture was heated under reflux at 50° C. for four hours. The reaction solution was concentrated under reduced pressure, and then tetrahydrofuran (3 mL) and methanol (3 mL) were added. Cyclopropylamine (71.0 μL, 0.102 mmol), sodium cyanoborohydride (97.0 mg... Reactants: C=CC#N, CO, Clc1ccc(C2CCCN2)cc1Cl. Yields the product N#CCCN1CCCC1c1ccc(Cl)c(Cl)c1. As a reaction SMILES: [CH2:14]=[CH:15][C:16]#[N:17].[CH3:18][OH:19].[Cl:1][c:2]1[cH:3][c:4]([CH:9]2[NH:10][CH2:11][CH2:12][CH2:13]2)[cH:5][cH:6][c:7]1[Cl:8]>>[Cl:1][c:2]1[cH:3][c:4]([CH:9]2[N:10]([CH2:14][CH2:15][C:16]#[N:17])[CH2:11][CH2:12][CH2:13]2)[cH:5][cH:6][c:7]1[Cl:8]. The reactants are O=S(=O)(c1c(Cl)nc2sccn12)n1cc(CCBr)c2ccccc21, C1CCOC1, CN. The product is CNCCc1cn(S(=O)(=O)c2c(Cl)nc3sccn23)c2ccccc12. RXN SMILES: [Br:1][CH2:2][CH2:3][c:4]1[cH:5][n:6]([S:13](=[O:14])(=[O:15])[c:16]2[c:17]([Cl:24])[n:18][c:19]3[s:20][cH:21][cH:22][n:23]23)[c:7]2[cH:8][cH:9][cH:10][cH:11][c:12]12.[CH2:27]1[O:28][CH2:29][CH2:30][CH2:31]1.[CH3:25][NH2:26]>>[CH2:2]([CH2:3][c:4]1[cH:5][n:6]([S:13](=[O:14])(=[O:15])[c:16]2[c:17]([Cl:24])[n:18][c:19]3[s:20][cH:21][cH:22][n:23]23)[c:7]2[cH:8][cH:9][cH:10][cH:11][c:12]12)[NH:26][CH3:25]. Starting materials: [H][H] (hydrogen), NC1=CC(=C(C(=O)N[C@@H]2[C@@H](CN(CC2)CCC=CC2=CC=C(C=C2)F)OC)C=C1Cl)OC (cis-4-amino-5-chloro-N-[1-[4-(4-fluorophenyl)-3-butenyl]-3-methoxy-4-piperidinyl]-2-methoxybenzamide). The reagents and catalysts are [Pt] (platinum-on-charcoal). Run in CO (methanol). The product is O.NC1=CC(=C(C(=O)N[C@@H]2[C@@H](CN(CC2)CCCCC2=CC=C(C=C2)F)OC)C=C1Cl)OC (cis-4-amino-5-chloro-N-[1-[4-(4-fluorophenyl)butyl]-3-methoxy-4-piperidinyl]-2-methoxybenzamide monohydrate). The yield is 81.0%. RXN SMILES: [NH2:1][C:2]1[C:29]([Cl:30])=[CH:28][C:5]([C:6]([NH:8][C@H:9]2[CH2:14][CH2:13][N:12]([CH2:15][CH2:16][CH:17]=[CH:18][C:19]3[CH:24]=[CH:23][C:22]([F:25])=[CH:21][CH:20]=3)[CH2:11][C@H:10]2[O:26][CH3:27])=[O:7])=[C:4]([O:31][CH3:32])[CH:3]=1.[H][H]>[Pt].CO>[OH2:7].[NH2:1][C:2]1[C:29]([Cl:30])=[CH:28][C:5]([C:6]([NH:8][C@H:9]2[CH2:14][CH2:13][N:12]([CH2:15][CH2:16][CH2:17][CH2:18][C:19]3[CH:24]=[CH:23][C:22]([F:25])=[CH:21][CH:20]=3)[CH2:11][C@H:10]2[O:26][CH3:27])=[O:7])=[C:4]([O:31][CH3:32])[CH:3]=1 |f:4.5|. Procedure: A mixture of 3.12 parts of cis-4-amino-5-chloro-N-[1-[4-(4-fluorophenyl)-3-butenyl]-3-methoxy-4-piperidinyl]-2-methoxybenzamide and 120 parts of methanol was hydrogenated at normal pressure and at room temperature with 2 parts of platinum-on-charcoal catalyst 5%. After the calculated amount of hydrogen was taken up, the catalyst was filtered off and the filtrate was evaporated. The residue was stirred in 1,1'-oxybisethane. The product was filtered off and dried, yielding 2.54 parts (81%) of cis-...